From a dataset of the Open Reaction Database (ORD), a public repository of structured organic reaction records. describe an organic reaction: reactants, conditions, products, and yield The reactants are O=Cc1ccc(F)c(Br)c1, CCOC(=O)c1ccc(N)cc1, CCO. The product is CCOC(=O)c1ccc(N=Cc2ccc(F)c(Br)c2)cc1. As a reaction SMILES: [Br:13][c:14]1[cH:15][c:16]([CH:17]=[O:18])[cH:19][cH:20][c:21]1[F:22].[CH2:1]([CH3:2])[O:3][C:4]([c:5]1[cH:6][cH:7][c:8]([NH2:11])[cH:9][cH:10]1)=[O:12].[CH3:23][CH2:24][OH:25]>>[CH2:1]([CH3:2])[O:3][C:4]([c:5]1[cH:6][cH:7][c:8]([N:11]=[CH:17][c:16]2[cH:15][c:14]([Br:13])[c:21]([F:22])[cH:20][cH:19]2)[cH:9][cH:10]1)=[O:12].